From a dataset of the Open Reaction Database (ORD), a public repository of structured organic reaction records. describe an organic reaction: reactants, conditions, products, and yield The reactants are BrCCCO (3-Bromo-1-propanol), OC1=CC=CC=2SC=CC21 (4-hydroxybenzo[b]thiophene), C([O-])([O-])=O.[K+].[K+] (potassium carbonate). The solvent is CC(CC)=O (2-butanone). Product: OCCCOC1=CC=CC=2SC=CC21 (4-(3-hydroxypropyloxy)benzo[b]thiophene). As a reaction SMILES: Br[CH2:2][CH2:3][CH2:4][OH:5].[OH:6][C:7]1[C:15]2[CH:14]=[CH:13][S:12][C:11]=2[CH:10]=[CH:9][CH:8]=1.C(=O)([O-])[O-].[K+].[K+]>CC(=O)CC>[OH:5][CH2:4][CH2:3][CH2:2][O:6][C:7]1[C:15]2[CH:14]=[CH:13][S:12][C:11]=2[CH:10]=[CH:9][CH:8]=1 |f:2.3.4|. Procedure: 3-Bromo-1-propanol (1.67 g) was added to a stirred solution of 4-hydroxybenzo[b]thiophene (1.50 g) and potassium carbonate (3.04 g) in 2-butanone (40 ml) under an atmosphere of nitrogen and the mixture was heated under reflux for 3 hours. The mixture was filtered and the filtrate evaporated to dryness. The solid residue was recrystallised from ethanol to give 4-(3-hydroxypropyloxy)benzo[b]thiophene of m.p. 82° C. A solution of N-chloroacetylpyrrolidine (1.47 g) in tetrahydrofuran (THF, 10 ml) wa...